Dataset: the Open Reaction Database (ORD), a public repository of structured organic reaction records. Task: describe an organic reaction: reactants, conditions, products, and yield Starting materials: ClC1=CC=2C=3N(C(=NC2C=C1)SC)N=C(N3)C=3OC=CC3 (9-chloro-2-(2-furyl)-5-methylthio(1,2,4]triazolo[1,5-c]quinazoline). The solvent is C1(CCCCC1)N (cyclohexylamine). The product is ClC1=CC=2C=3N(C(=NC2C=C1)NC1CCCCC1)N=C(N3)C=3OC=CC3 (9-chloro-5-cyclohexylamino-2-(2-furyl)-[1,2,4]triazolo[1,5-c]quinazoline). Reaction SMILES: [Cl:1][C:2]1[CH:11]=[CH:10][C:9]2[N:8]=[C:7](SC)[N:6]3[N:14]=[C:15]([C:17]4[O:18][CH:19]=[CH:20][CH:21]=4)[N:16]=[C:5]3[C:4]=2[CH:3]=1>C1(N)CCCCC1>[Cl:1][C:2]1[CH:11]=[CH:10][C:9]2[N:8]=[C:7]([NH:8][CH:9]3[CH2:10][CH2:11][CH2:2][CH2:3][CH2:4]3)[N:6]3[N:14]=[C:15]([C:17]4[O:18][CH:19]=[CH:20][CH:21]=4)[N:16]=[C:5]3[C:4]=2[CH:3]=1. Procedure: A mixture of 9-chloro-2-(2-furyl)-5-methylthio(1,2,4]triazolo[1,5-c]quinazoline (5.7 g) is refluxed with cyclohexylamine (40 ml) under nitrogen for 6 hours. The mixture is cooled and the insoluble solid collected and recrystallized from ethanol to afford pure 9-chloro-5-cyclohexylamino-2-(2-furyl)-[1,2,4]triazolo[1,5-c]quinazoline, mp 158°-160°. Starting materials: O=[N+]([O-])c1ccc(C#CCOCCCCCCBr)nc1, CC(=O)O, [K+], [K+], O=C([O-])N=NC(=O)[O-], c1ccncc1. Product: O=[N+]([O-])c1ccc(CCCOCCCCCCBr)nc1. RXN SMILES: [Br:1][CH2:2][CH2:3][CH2:4][CH2:5][CH2:6][CH2:7][O:8][CH2:9][C:10]#[C:11][c:12]1[n:13][cH:14][c:15]([N+:18](=[O:19])[O-:20])[cH:16][cH:17]1.[CH3:31][C:32](=[O:33])[OH:34].[K+:29].[K+:30].[N:21]([C:22]([O-:23])=[O:24])=[N:25][C:26]([O-:27])=[O:28].[cH:35]1[cH:36][cH:37][n:38][cH:39][cH:40]1>>[Br:1][CH2:2][CH2:3][CH2:4][CH2:5][CH2:6][CH2:7][O:8][CH2:9][CH2:10][CH2:11][c:12]1[n:13][cH:14][c:15]([N+:18](=[O:19])[O-:20])[cH:16][cH:17]1. The reactants are C(O)([O-])=O.[Na+] (sodium hydrogen carbonate), COC=1C=C2C(=CC=NC2=CC1OC)OC1=CC=C(C=C1)N (6,7-Dimethoxy-4-(4-aminophenoxy)quinoline), FC1=C(N)C(=CC(=C1)F)F (2,4,6-Trifluoroaniline), ClC(Cl)(OC(OC(Cl)(Cl)Cl)=O)Cl (triphosgene). Run in C1(=CC=CC=C1)C (toluene), C(C)N(CC)CC (triethylamine). Yields the product FC1=C(C(=CC(=C1)F)F)NC(=O)NC1=CC=C(C=C1)OC1=CC=NC2=CC(=C(C=C12)OC)OC (N-(2,4,6-Trifluorophenyl)-N'-{4-[(6,7-dimethoxy-4-quinolyl)oxy]phenyl}urea). Yield: 47.0%. RXN SMILES: [CH3:1][O:2][C:3]1[CH:4]=[C:5]2[C:10](=[CH:11][C:12]=1[O:13][CH3:14])[N:9]=[CH:8][CH:7]=[C:6]2[O:15][C:16]1[CH:21]=[CH:20][C:19]([NH2:22])=[CH:18][CH:17]=1.ClC(Cl)(O[C:27](=[O:33])OC(Cl)(Cl)Cl)Cl.[F:35][C:36]1[CH:42]=[C:41]([F:43])[CH:40]=[C:39]([F:44])[C:37]=1[NH2:38].C(=O)([O-])O.[Na+]>C1(C)C=CC=CC=1.C(N(CC)CC)C>[F:35][C:36]1[CH:42]=[C:41]([F:43])[CH:40]=[C:39]([F:44])[C:37]=1[NH:38][C:27]([NH:22][C:19]1[CH:18]=[CH:17][C:16]([O:15][C:6]2[C:5]3[C:10](=[CH:11][C:12]([O:13][CH3:14])=[C:3]([O:2][CH3:1])[CH:4]=3)[N:9]=[CH:8][CH:7]=2)=[CH:21][CH:20]=1)=[O:33] |f:3.4|. Reported procedure: 6,7-Dimethoxy-4-(4-aminophenoxy)quinoline (50 mg) was dissolved in toluene (5 ml) with heat, after the addition of triethylamine (1 ml), triphosgene (55 mg) was added, and the admixture was refluxed with heat for 3 minutes. 2,4,6-Trifluoroaniline. (75 mg) was added to the reaction mixture, and the admixture was refluxed with heat for 20 minutes. After the addition of aqueous sodium hydrogen carbonate, the reaction mixture was extracted 2 times with ethyl acetate, and the organic layer was then w...